This data is from the Open Reaction Database (ORD), a public repository of structured organic reaction records. The task is: describe an organic reaction: reactants, conditions, products, and yield Starting materials: ClC(=O)OCC(C)C (isobutyl chloroformate), CN1CCOCC1 (N-methyl morpholine), N([C@@H](C)C(=O)N[C@@H](CC(C)C)C(=O)N(OC)C)N.Cl (HCl.H2N-Ala-Leu-N(OMe)Me), N([C@@H](C(C)C)C(=O)O)C(=O)OC(C)(C)C (Boc-Val-OH), CN1CCOCC1 (N-methyl morpholine). Run in C1CCOC1 (THF), O1CCOCC1 (1,4-dioxane), C1CCOC1 (THF). Conditions: time 1 hour. Product: CN(OC)C([C@@H](NC([C@@H](NC([C@@H](N(N)C(=O)OC(C)(C)C)C(C)C)=O)C)=O)CC(C)C)=O (N,O-dimethyl(tert-butoxycarbonyl amino-L-valyl-L-alanyl-L-leucyl)hydroxylamine). Reaction SMILES: [NH:1]([C:9]([O:11][C:12]([CH3:15])([CH3:14])[CH3:13])=[O:10])[C@H:2]([C:6]([OH:8])=O)[CH:3]([CH3:5])[CH3:4].C[N:17]1CCOCC1.ClC(OCC(C)C)=O.[NH:31](N)[C@H:32]([C:34]([NH:36][C@H:37]([C:42]([N:44]([CH3:47])[O:45][CH3:46])=[O:43])[CH2:38][CH:39]([CH3:41])[CH3:40])=[O:35])[CH3:33].Cl>C1COCC1.O1CCOCC1>[CH3:47][N:44]([C:42](=[O:43])[C@H:37]([CH2:38][CH:39]([CH3:41])[CH3:40])[NH:36][C:34](=[O:35])[C@H:32]([CH3:33])[NH:31][C:6](=[O:8])[C@H:2]([CH:3]([CH3:4])[CH3:5])[N:1]([C:9]([O:11][C:12]([CH3:15])([CH3:14])[CH3:13])=[O:10])[NH2:17])[O:45][CH3:46] |f:3.4|. Procedure: A solution of Boc-Val-OH (46 mmol) and N-methyl morpholine (46 mmol) in THF (20 ml) was added to a pre cooled solution of isobutyl chloroformate (46 mmol) in THF (30 ml) under nitrogen at between -10 and -15° C. over 30 minutes. The reaction was stirred at -10° C. for 1 hour after which time a solution of N-methyl morpholine (46 mmol) and HCl.H2N-Ala-Leu-N(OMe)Me (41.8 mmol) in 1,4-dioxane (30 ml) was added drop wise slowly. The reaction was left for 1 hour at -10° C. and then allowed to warm up... Reactants: OCC1=CC=CC(N1)=O (6-(hydroxymethyl)pyridin-2(1H)-one), BrCC(=O)OC(C)(C)C (tert-butyl bromoacetate). The reagents and catalysts are [Ag]=O (silver oxide). Solvent: CN(C)C=O (DMF). Conditions: time 12 hour. Yields the product C(C)(C)(C)OC(COC1=NC(=CC=C1)CO)=O (tert-butyl{[6-(hydroxymethyl)pyridin-2-yl]oxy}acetate). The yield is 72.8%. RXN SMILES: [OH:1][CH2:2][C:3]1[NH:8][C:7](=[O:9])[CH:6]=[CH:5][CH:4]=1.Br[CH2:11][C:12]([O:14][C:15]([CH3:18])([CH3:17])[CH3:16])=[O:13]>[Ag]=O.CN(C=O)C>[C:15]([O:14][C:12](=[O:13])[CH2:11][O:9][C:7]1[CH:6]=[CH:5][CH:4]=[C:3]([CH2:2][OH:1])[N:8]=1)([CH3:18])([CH3:17])[CH3:16]. Procedure details: A mixture of 1.38 g of 6-(hydroxymethyl)pyridin-2(1H)-one, 2.15 g of tert-butyl bromoacetate, 3.07 g of silver oxide, and 33 mL of DMF was stirred at room temperature for 12 hours, and then at 60° C. for 12 hours. The insoluble material was separated by filtration and the filtrate was concentrated under reduced pressure. The residue was diluted with ethyl acetate, followed by washing with a saturated aqueous sodium chloride solution. The organic layer was dried over anhydrous magnesium sulfate a... The reactants are C(C)(C)NC(C)C (diisopropylamine), C(CCC)[Li] (n-butyllithium), C(CC(=O)C)(=O)OC (methyl acetoacetate), FC1=CC=C(C=C1)C1=C(C2(CCCC2)CC(=C1)C1=CC=C(C=C1)F)/C=C/C=O ((E)-3-[7,9-di-(4-fluorophenyl)spiro[4.5]deca-6,8-dien-6-yl]2-propenaldehyde), C(C)(=O)O (acetic acid). Run in C1CCOC1 (THF), CCCCCC (hexane), C1CCOC1 (THF), C1CCOC1 (THF), C(C)OC(C)=O (ethylacetate), C1CCOC1 (THF). Reaction conditions: time 5 minute. The product is COC(CC(CC(\C=C\C=1C2(CCCC2)CC(=CC1C1=CC=C(C=C1)F)C1=CC=C(C=C1)F)O)=O)=O (Methyl-(E)-7-[7,9-di-(4-fluorophenyl)spiro[4.5]-deca-6,8-dien-6-yl]-5-hydroxy-3-oxo-6-heptenoate). Yield: 93.4%. Reaction SMILES: C(NC(C)C)(C)C.C([Li])CCC.[C:13]([O:19][CH3:20])(=[O:18])[CH2:14][C:15]([CH3:17])=[O:16].[F:21][C:22]1[CH:27]=[CH:26][C:25]([C:28]2[CH:37]=[C:36]([C:38]3[CH:43]=[CH:42][C:41]([F:44])=[CH:40][CH:39]=3)[CH2:35][C:30]3([CH2:34][CH2:33][CH2:32][CH2:31]3)[C:29]=2/[CH:45]=[CH:46]/[CH:47]=[O:48])=[CH:24][CH:23]=1.C(O)(=O)C>C1COCC1.C(OC(=O)C)C.CCCCCC>[CH3:20][O:19][C:13](=[O:18])[CH2:14][C:15](=[O:16])[CH2:17][CH:47]([OH:48])/[CH:46]=[CH:45]/[C:29]1[C:30]2([CH2:35][C:36]([C:38]3[CH:43]=[CH:42][C:41]([F:44])=[CH:40][CH:39]=3)=[CH:37][C:28]=1[C:25]1[CH:24]=[CH:23][C:22]([F:21])=[CH:27][CH:26]=1)[CH2:34][CH2:33][CH2:32][CH2:31]2. Procedure: To a stirred solution of diisopropylamine (3.13 ml, 22.38 mmoles) in 80 ml of anhydrous THF at -78° C., under nitrogen, was added 8.24 ml (20.59 mmoles) of a 2.5M hexane solution of n-butyllithium. After stirring for 5 minutes, a solution of methyl acetoacetate (1.07 g, 9.19 mmoles) in 10 ml of THF was added dropwise over 15 minutes. The dry ice acetone bath was removed and, after 10 minutes, an ice bath was applied. The mixture was stirred for 1.5 hours. To this mixture was added a solution of ... Reactants: COC1=CC=CC=2C=C(OC21)C(=O)O (7-methoxybenzofuran-2-carboxylic acid), C(C1=CC=CC=C1)N (benzylamine). The product is C(C1=CC=CC=C1)NC(=O)C=1OC2=C(C1)C=CC=C2OC (N-benzyl-7-methoxybenzofuran-2-carboxamide). Reaction SMILES: [CH3:1][O:2][C:3]1[C:11]2[O:10][C:9]([C:12]([OH:14])=O)=[CH:8][C:7]=2[CH:6]=[CH:5][CH:4]=1.[CH2:15]([NH2:22])[C:16]1[CH:21]=[CH:20][CH:19]=[CH:18][CH:17]=1>>[CH2:15]([NH:22][C:12]([C:9]1[O:10][C:11]2[C:3]([O:2][CH3:1])=[CH:4][CH:5]=[CH:6][C:7]=2[CH:8]=1)=[O:14])[C:16]1[CH:21]=[CH:20][CH:19]=[CH:18][CH:17]=1. Procedure: Substantially the same procedure as in Example 219 was repeated using a starting material, 7-methoxybenzofuran-2-carboxylic acid, and benzylamine to give N-benzyl-7-methoxybenzofuran-2-carboxamide (Compound 269a). Successively, it was formylated to give N-benzyl-4-formyl-7-methoxybenzofuran-2-carboxamide (Compound 269b), then compound 269b was reacted with methylamine hydrochloride to give compound 269 as a white solid.